Dataset: the Open Reaction Database (ORD), a public repository of structured organic reaction records. Task: describe an organic reaction: reactants, conditions, products, and yield Starting materials: COC(C1=CN=C(C(=C1)Br)O)=O (5-bromo-6-hydroxy-nicotinic acid methyl ester), COCCO (2-methoxyethanol), ClC1=CC=C(C=C1)B(O)O ((4-chloro-phenyl)-boronic acid), NCC(CO)CC (2-(aminomethyl)-1-butanol). Product: ClC1=CC=C(C=C1)C=1C(=NC=C(C(=O)NCC(CC)CO)C1)OCCOC ((RS)-5-(4-chloro-phenyl)-N-(2-hydroxymethyl-butyl)-6-(2-methoxy-ethoxy)-nicotinamide). Reaction SMILES: CO[C:3](=[O:12])[C:4]1[CH:9]=[C:8](Br)[C:7]([OH:11])=[N:6][CH:5]=1.[Cl:13][C:14]1[CH:19]=[CH:18][C:17](B(O)O)=[CH:16][CH:15]=1.[NH2:23][CH2:24][CH:25]([CH2:28][CH3:29])[CH2:26][OH:27].[CH3:30][O:31][CH2:32][CH2:33]O>>[Cl:13][C:14]1[CH:19]=[CH:18][C:17]([C:8]2[C:7]([O:11][CH2:33][CH2:32][O:31][CH3:30])=[N:6][CH:5]=[C:4]([CH:9]=2)[C:3]([NH:23][CH2:24][CH:25]([CH2:26][OH:27])[CH2:28][CH3:29])=[O:12])=[CH:16][CH:15]=1. Procedure: The title compound was synthesized in analogy to Example 102, using 5-bromo-6-hydroxy-nicotinic acid methyl ester, 2-methoxyethanol, (4-chloro-phenyl)-boronic acid and 2-(aminomethyl)-1-butanol (CAS [16519-75-8]) as starting materials to yield (RS)-5-(4-chloro-phenyl)-N-(2-hydroxymethyl-butyl)-6-(2-methoxy-ethoxy)-nicotinamide. MS (ISP) 393.3 (M+H)+. Reactants: O=[N+]([O-])c1cc(-c2ccc(Cl)cc2)cnc1Br, O=C([O-])O, CC(=O)O, [Na+], Cl[Sn]Cl. Product: Nc1cc(-c2ccc(Cl)cc2)cnc1Br. Reaction SMILES: [Br:1][c:2]1[n:3][cH:4][c:5](-[c:11]2[cH:12][cH:13][c:14]([Cl:17])[cH:15][cH:16]2)[cH:6][c:7]1[N+:8]([O-:9])=[O:10].[C:21](=[O:22])([OH:23])[O-:24].[CH3:26][C:27](=[O:28])[OH:29].[Na+:25].[Sn:18]([Cl:19])[Cl:20]>>[Br:1][c:2]1[n:3][cH:4][c:5](-[c:11]2[cH:12][cH:13][c:14]([Cl:17])[cH:15][cH:16]2)[cH:6][c:7]1[NH2:8]. Starting materials: CC1CCC(Br)(Br)c2ncc(C(=O)O)c(=O)n21, CN(C)c1ccccc1, CS(C)=O, NNc1ccccc1. The product is CC1CCC(=NNc2ccccc2)c2ncc(C(=O)O)c(=O)n21. As a reaction SMILES: [Br:1][C:2]1([Br:17])[CH2:3][CH2:4][CH:5]([CH3:16])[n:6]2[c:7]1[n:8][cH:9][c:10]([C:13](=[O:14])[OH:15])[c:11]2=[O:12].[CH3:26][N:27]([c:28]1[cH:29][cH:30][cH:31][cH:32][cH:33]1)[CH3:34].[CH3:35][S:36](=[O:37])[CH3:38].[c:18]1([NH:24][NH2:25])[cH:19][cH:20][cH:21][cH:22][cH:23]1>>[C:2]1(=[N:25][NH:24][c:18]2[cH:19][cH:20][cH:21][cH:22][cH:23]2)[CH2:3][CH2:4][CH:5]([CH3:16])[n:6]2[c:7]1[n:8][cH:9][c:10]([C:13](=[O:14])[OH:15])[c:11]2=[O:12]. Reaction conditions: time 2 hour. RXN SMILES: C(O[C:5](=[O:7])[CH3:6])(=O)C.[NH2:8][CH2:9][C:10]1[N:15]=[C:14]([C:16]2[N:17]=[C:18]([N:21]=[C:22]([NH2:24])[NH2:23])[S:19][CH:20]=2)[CH:13]=[CH:12][CH:11]=1.C(=O)([O-])[O-].[K+].[K+]>N1C=CC=CC=1>[C:5]([NH:8][CH2:9][C:10]1[N:15]=[C:14]([C:16]2[N:17]=[C:18]([N:21]=[C:22]([NH2:24])[NH2:23])[S:19][CH:20]=2)[CH:13]=[CH:12][CH:11]=1)(=[O:7])[CH3:6] |f:2.3.4|. Yields the product C(C)(=O)NCC1=CC=CC(=N1)C=1N=C(SC1)N=C(N)N (4-(6-acetylaminomethylpyridin-2-yl)-2-(diaminomethyleneamino)thiazole). Run in N1=CC=CC=C1 (pyridine). The reactants are C(C)(=O)OC(C)=O (Acetic anhydride), NCC1=CC=CC(=N1)C=1N=C(SC1)N=C(N)N (4-(6-aminomethylpyridin-2-yl)-2-(diaminomethyleneamino)thiazole), C([O-])([O-])=O.[K+].[K+] (potassium carbonate). Reported procedure: Acetic anhydride was added dropwise to a solution of 4-(6-aminomethylpyridin-2-yl)-2-(diaminomethyleneamino)thiazole (0.44 g) in pyridine (4.4 ml). After being stirred for two hours at ambient temperature, the mixture was mixed with aqueous potassium carbonate and extracted with ethyl acetate. The extract was washed with water, dried over magnesium sulfate and evaporated in vacuo to give 4-(6-acetylaminomethylpyridin-2-yl)-2-(diaminomethyleneamino)thiazole. The residue was converted to the hydro... Reactants: CC(C)(C)c1c(Cl)c(CO[SiH](c2ccccc2)c2ccccc2)cc(-n2cccc2C(=O)O)c1Cl, O=C([O-])[O-], CN(C)C=O, CCI, [K+], [K+], O. As a reaction SMILES: [C:1]([CH3:2])([CH3:3])([CH3:4])[c:5]1[c:6]([Cl:35])[c:7](-[n:27]2[c:28]([C:32](=[O:33])[OH:34])[cH:29][cH:30][cH:31]2)[cH:8][c:9]([CH2:12][O:13][SiH:14]([c:15]2[cH:16][cH:17][cH:18][cH:19][cH:20]2)[c:21]2[cH:22][cH:23][cH:24][cH:25][cH:26]2)[c:10]1[Cl:11].[C:36](=[O:37])([O-:38])[O-:39].[CH3:46][N:47]([CH3:48])[CH:49]=[O:50].[I:42][CH2:43][CH3:44].[K+:40].[K+:41].[OH2:45]>>[C:1]([CH3:2])([CH3:3])([CH3:4])[c:5]1[c:6]([Cl:35])[c:7](-[n:27]2[c:28]([C:32](=[O:33])[O:34][CH2:43][CH3:44])[cH:29][cH:30][cH:31]2)[cH:8][c:9]([CH2:12][O:13][SiH:14]([c:15]2[cH:16][cH:17][cH:18][cH:19][cH:20]2)[c:21]2[cH:22][cH:23][cH:24][cH:25][cH:26]2)[c:10]1[Cl:11]. Yields the product CCOC(=O)c1cccn1-c1cc(CO[SiH](c2ccccc2)c2ccccc2)c(Cl)c(C(C)(C)C)c1Cl. The reactants are COC1(CCC(CC1)(CO)C1=CC(=C(C=C1)OC)OC1CCCC1)OC (4-(3-cyclopentyloxy-4-methoxyphenyl)-4-(hydroxymethyl)cyclohexan-1-one dimethyl ketal), C(C)N(CC)S(F)(F)F (diethylaminosulfur trifluoride), C([O-])([O-])=O.[Na+].[Na+] (sodium carbonate). Solvent: C(Cl)Cl (methylene chloride). Yields the product COC1(CCC(CC1)(CF)C1=CC(=C(C=C1)OC)OC1CCCC1)OC (4-(3-Cyclopentyloxy-4-methoxyphenyl)-4-(fluoromethyl)cyclohexan-1-one dimethyl ketal). The yield is 80.3%. As a reaction SMILES: [CH3:1][O:2][C:3]1([O:25][CH3:26])[CH2:8][CH2:7][C:6]([C:11]2[CH:16]=[CH:15][C:14]([O:17][CH3:18])=[C:13]([O:19][CH:20]3[CH2:24][CH2:23][CH2:22][CH2:21]3)[CH:12]=2)([CH2:9]O)[CH2:5][CH2:4]1.C(N(S(F)(F)[F:33])CC)C.C(=O)([O-])[O-].[Na+].[Na+]>C(Cl)Cl>[CH3:1][O:2][C:3]1([O:25][CH3:26])[CH2:8][CH2:7][C:6]([C:11]2[CH:16]=[CH:15][C:14]([O:17][CH3:18])=[C:13]([O:19][CH:20]3[CH2:24][CH2:23][CH2:22][CH2:21]3)[CH:12]=2)([CH2:9][F:33])[CH2:5][CH2:4]1 |f:2.3.4|. Procedure details: A solution of 4-(3-cyclopentyloxy-4-methoxyphenyl)-4-(hydroxymethyl)cyclohexan-1-one dimethyl ketal (0.37 g, 1.02 mmol) in methylene chloride (5 mL) was added dropwise to a solution of diethylaminosulfur trifluoride (0.14 mL, 1.02 mmol) at -78° C. under an argon atmosphere. The mixture was allowed to warm to room temperature and after 0.75 h, 5% aqueous sodium carbonate was added. The mixture was extracted with chloroform, the organic extract was dried (magnesium sulfate) and the solvent was rem... The reactants are FC(F)(F)c1ccc(Br)nc1, CC(C)c1cc(C#N)cc2nc(-c3ccc(C(=O)NCC4CC=C(B5OC(C)(C)C(C)(C)O5)CC4)cc3)oc12, O=C([O-])[O-], [Cs+], [Cs+], C1CCOC1, O. The product is CC(C)c1cc(C#N)cc2nc(-c3ccc(C(=O)NCC4CC=C(c5ccc(C(F)(F)F)cn5)CC4)cc3)oc12. RXN SMILES: [Br:40][c:41]1[n:42][cH:43][c:44]([C:47]([F:48])([F:49])[F:50])[cH:45][cH:46]1.[C:1](#[N:2])[c:3]1[cH:4][c:5]([CH:37]([CH3:38])[CH3:39])[c:6]2[c:7]([n:8][c:9](-[c:11]3[cH:12][cH:13][c:14]([C:15](=[O:16])[NH:17][CH2:18][CH:19]4[CH2:20][CH:21]=[C:22]([B:25]5[O:26][C:27]([CH3:28])([CH3:29])[C:30]([CH3:31])([CH3:32])[O:33]5)[CH2:23][CH2:24]4)[cH:34][cH:35]3)[o:10]2)[cH:36]1.[C:51](=[O:52])([O-:53])[O-:54].[Cs+:55].[Cs+:56].[O:57]1[CH2:58][CH2:59][CH2:60][CH2:61]1.[OH2:62]>>[C:1](#[N:2])[c:3]1[cH:4][c:5]([CH:37]([CH3:38])[CH3:39])[c:6]2[c:7]([n:8][c:9](-[c:11]3[cH:12][cH:13][c:14]([C:15](=[O:16])[NH:17][CH2:18][CH:19]4[CH2:20][CH:21]=[C:22]([c:41]5[n:42][cH:43][c:44]([C:47]([F:48])([F:49])[F:50])[cH:45][cH:46]5)[CH2:23][CH2:24]4)[cH:34][cH:35]3)[o:10]2)[cH:36]1. Yields the product CC(C)OC(=O)C(Cc1ccc([N+](=O)[O-])cc1)NC(=O)c1c(Cl)cccc1Cl. Starting materials: CC(C)O, O=C(NC(Cc1ccc([N+](=O)[O-])cc1)C(=O)O)c1c(Cl)cccc1Cl, C1CCOC1, O=S(=O)(O)O. Reaction SMILES: [CH:1]([CH3:2])([CH3:3])[OH:4].[N+:10](=[O:11])([O-:12])[c:13]1[cH:14][cH:15][c:16]([CH2:17][CH:18]([NH:19][C:20]([c:21]2[c:22]([Cl:28])[cH:23][cH:24][cH:25][c:26]2[Cl:27])=[O:29])[C:30](=[O:31])[OH:32])[cH:33][cH:34]1.[O:35]1[CH2:36][CH2:37][CH2:38][CH2:39]1.[S:5](=[O:6])(=[O:7])([OH:8])[OH:9]>>[CH:1]([CH3:2])([CH3:3])[O:4][C:30]([CH:18]([CH2:17][c:16]1[cH:15][cH:14][c:13]([N+:10](=[O:11])[O-:12])[cH:34][cH:33]1)[NH:19][C:20]([c:21]1[c:22]([Cl:28])[cH:23][cH:24][cH:25][c:26]1[Cl:27])=[O:29])=[O:31]. Starting materials: C(OC(C)OC(C(C)C)=O)(SC)=O (O-(1-Isobutanoyloxyethyl) S-methyl thiocarbonate), ClC(=O)OCCl (chloromethyl chloroformate), C(C1=CC=CC=C1)(=O)O (benzoic acid). The product is C(OCOC(C1=CC=CC=C1)=O)(SC)=O (O-(benzoyloxymethyl) S-methyl thiocarbonate). Reaction SMILES: [C:1](=[O:13])([S:11][CH3:12])[O:2][CH:3]([O:5][C:6](=[O:10])[CH:7]([CH3:9])[CH3:8])C.ClC(OCCl)=O.[C:20](O)(=O)[C:21]1C=CC=C[CH:22]=1>>[C:1](=[O:13])([S:11][CH3:12])[O:2][CH2:3][O:5][C:6](=[O:10])[C:7]1[CH:9]=[CH:22][CH:21]=[CH:20][CH:8]=1. Procedure details: Following the procedures for synthesizing O-(1-isobutanoyloxyethyl) S-methyl thiocarbonate (2) and replacing 1-chloroethyl chloroformate with chloromethyl chloroformate in Step A and replacing isobutyric acid with benzoic acid in Step B affords O-(benzoyloxymethyl) S-methyl thiocarbonate (213) as an oil.